Dataset: the Open Reaction Database (ORD), a public repository of structured organic reaction records. Task: describe an organic reaction: reactants, conditions, products, and yield The reactants are C1(=CC=CC2=CC=CC=C12)NN (1-naphthyl hydrazine), C(C1=CC=NC=C1)(=O)OCC (ethyl isonicotinate). The solvent is C(C)(C)O (isopropanol). Yields the product N1=CC=C(C=C1)C1=C2C(=NN1)C1=CC=CC=C1C=C2 (3-(4-pyridyl)-2H-naphtho[1,2-c]pyrazole). Reaction SMILES: [C:1]1([NH:11][NH2:12])[C:10]2[C:5](=[CH:6][CH:7]=[CH:8][CH:9]=2)[CH:4]=[CH:3][CH:2]=1.[C:13](OCC)(=O)[C:14]1[CH:19]=[CH:18][N:17]=[CH:16][CH:15]=1>C(O)(C)C>[N:17]1[CH:18]=[CH:19][C:14]([C:13]2[NH:12][N:11]=[C:1]3[C:10]4[C:5]([CH:4]=[CH:3][C:2]=23)=[CH:6][CH:7]=[CH:8][CH:9]=4)=[CH:15][CH:16]=1. Procedure details: A solution of 16 grams (0.10 mole) of 1-naphthyl hydrazine, 15.1 grams (0.10 moles) of ethyl isonicotinate and 300 ml. of isopropanol are stirred and refluxed for 48 hours. The solvent is removed in vacuo and the resultant 2-(1-naphthyl)-isonicotinic acid hydrazide is added to 125 ml. of phosphorous oxychloride and stirred and refluxed for about 15 hours. The reaction mixture is then concentrated in vacuo and the resultant simi-solid dissolved in about 250 ml. methylene dichloride. The methylene...